This data is from the Open Reaction Database (ORD), a public repository of structured organic reaction records. The task is: describe an organic reaction: reactants, conditions, products, and yield Reactants: C(C)C1CCC2=CC=C(C=C12)OC (3-ethyl-5-methoxy-indane), Cl.N1=CC=CC=C1 (pyridine hydrochloride). The solvent is O (water). Conditions: temperature 210 celsius. Yields the product C(C)C1CCC2=CC=C(C=C12)O (3-ethyl-5-hydroxy-indane). The yield is 84.8%. RXN SMILES: [CH2:1]([CH:3]1[C:11]2[C:6](=[CH:7][CH:8]=[C:9]([O:12]C)[CH:10]=2)[CH2:5][CH2:4]1)[CH3:2].Cl.N1C=CC=CC=1>O>[CH2:1]([CH:3]1[C:11]2[C:6](=[CH:7][CH:8]=[C:9]([OH:12])[CH:10]=2)[CH2:5][CH2:4]1)[CH3:2] |f:1.2|. Procedure: A mixture of 41 g of 3-ethyl-5-methoxy-indane and 111 g of pyridine hydrochloride was heated for 5 hours at 210° C. After it had cooled, 800 ml of water were added. The aqueous phase was extracted by shaking with chloroform. The combined organic phases were washed until neutral, and dried. Molecular distillation gave 32 g of 3-ethyl-5-hydroxy-indane; boiling point : 144° C/10 mm Hg. ##STR29## Starting materials: Cc1ccc2c(N3CCN(C(=O)OC(C)(C)C)C(COCc4ccccc4)C3)nc(-c3ccccc3O)nc2c1, ClCCl, O=C(O)C(F)(F)F. Yields the product Cc1ccc2c(N3CCNC(COCc4ccccc4)C3)nc(-c3ccccc3O)nc2c1. RXN SMILES: [CH2:1]([c:2]1[cH:3][cH:4][cH:5][cH:6][cH:7]1)[O:8][CH2:9][CH:10]1[N:11]([C:34]([O:35][C:36]([CH3:37])([CH3:38])[CH3:39])=[O:40])[CH2:12][CH2:13][N:14]([c:16]2[n:17][c:18](-[c:27]3[c:28]([OH:33])[cH:29][cH:30][cH:31][cH:32]3)[n:19][c:20]3[cH:21][c:22]([CH3:26])[cH:23][cH:24][c:25]23)[CH2:15]1.[Cl:48][CH2:49][Cl:50].[F:41][C:42]([F:43])([F:44])[C:45]([OH:46])=[O:47]>>[CH2:1]([c:2]1[cH:3][cH:4][cH:5][cH:6][cH:7]1)[O:8][CH2:9][CH:10]1[NH:11][CH2:12][CH2:13][N:14]([c:16]2[n:17][c:18](-[c:27]3[c:28]([OH:33])[cH:29][cH:30][cH:31][cH:32]3)[n:19][c:20]3[cH:21][c:22]([CH3:26])[cH:23][cH:24][c:25]23)[CH2:15]1. Reactants: COCCOCCOCCOCCOCCOCCOCCOCCCNC=1C(=NC(=C(N1)C(=O)N[C@@H](C(OCC1=CC=CC=C1)=O)CO)NCCCOCCOCCOCCOCCOCCOCCOCCOC)C(=O)N[C@@H](C(=O)OCC1=CC=CC=C1)CO (3,6-bis(2,5,8,11,14,17,20,23-octaoxahexacosan-26-ylamino)-N2,N5-bis[(R)-1-(benzyloxy)-3-hydroxy-1-oxopropan-2-yl]pyrazine-2,5-dicarboxamide), C(=O)[O-].[NH4+] (ammonium formate), mono-ester, C(=O)[O-].[NH4+] (ammonium formate). The reagents and catalysts are [Pd] (Pd/C), [Pd] (Pd/C). Solvent: CO (MeOH), O (water), O (water). Reaction conditions: temperature 60 celsius, time 1 hour. Product: COCCOCCOCCOCCOCCOCCOCCOCCCNC=1C(=NC(=C(N1)C(=O)N[C@H](CO)C(=O)O)NCCCOCCOCCOCCOCCOCCOCCOCCOC)C(=O)N[C@H](CO)C(=O)O (3,6-Bis(2,5,8,11,14,17,20,23-octaoxahexacosan-26-ylamino)-N2,N5-bis[(R)-1-carboxy-2-hydroxyethyl]pyrazine-2,5-dicarboxamide). The yield is 89.1%. Reaction SMILES: [CH3:1][O:2][CH2:3][CH2:4][O:5][CH2:6][CH2:7][O:8][CH2:9][CH2:10][O:11][CH2:12][CH2:13][O:14][CH2:15][CH2:16][O:17][CH2:18][CH2:19][O:20][CH2:21][CH2:22][O:23][CH2:24][CH2:25][CH2:26][NH:27][C:28]1[C:29]([C:77]([NH:79][C@H:80]([CH2:91][OH:92])[C:81]([O:83]CC2C=CC=CC=2)=[O:82])=[O:78])=[N:30][C:31]([NH:50][CH2:51][CH2:52][CH2:53][O:54][CH2:55][CH2:56][O:57][CH2:58][CH2:59][O:60][CH2:61][CH2:62][O:63][CH2:64][CH2:65][O:66][CH2:67][CH2:68][O:69][CH2:70][CH2:71][O:72][CH2:73][CH2:74][O:75][CH3:76])=[C:32]([C:34]([NH:36][C@H:37]([CH2:48][OH:49])[C:38](=[O:47])[O:39]CC2C=CC=CC=2)=[O:35])[N:33]=1.C([O-])=O.[NH4+]>CO.O.[Pd]>[CH3:76][O:75][CH2:74][CH2:73][O:72][CH2:71][CH2:70][O:69][CH2:68][CH2:67][O:66][CH2:65][CH2:64][O:63][CH2:62][CH2:61][O:60][CH2:59][CH2:58][O:57][CH2:56][CH2:55][O:54][CH2:53][CH2:52][CH2:51][NH:50][C:31]1[C:32]([C:34]([NH:36][C@@H:37]([C:38]([OH:47])=[O:39])[CH2:48][OH:49])=[O:35])=[N:33][C:28]([NH:27][CH2:26][CH2:25][CH2:24][O:23][CH2:22][CH2:21][O:20][CH2:19][CH2:18][O:17][CH2:16][CH2:15][O:14][CH2:13][CH2:12][O:11][CH2:10][CH2:9][O:8][CH2:7][CH2:6][O:5][CH2:4][CH2:3][O:2][CH3:1])=[C:29]([C:77]([NH:79][C@@H:80]([C:81]([OH:83])=[O:82])[CH2:91][OH:92])=[O:78])[N:30]=1 |f:1.2|. Procedure: A 250 mL round-bottom flask equipped with magnetic stir bar was charged with the above bis-benzyl ester 10 (0.390 g, 0.297 mmol) and ammonium formate (0.112 g, 1.78 mmol) in MeOH (10 mL) and water (10 mL). To this was added slurry of 10% Pd/C (0.095 g) in water (10 mL) and reaction mixture was stirred at 60° C. RP-LC/MS analysis after 1 h showed ˜60% mono-ester and the rest starting material. At this stage, additional ammonium formate (0.112 g, 1.78 mmol) and 10% Pd/C (0.095 g) were added and th... As a reaction SMILES: [C:34]([BH3-:35])#[N:36].[CH3:38][OH:39].[CH:18]1([O:23][c:24]2[cH:25][c:26]([CH:27]=[O:28])[cH:29][cH:30][c:31]2[O:32][CH3:33])[CH2:19][CH2:20][CH2:21][CH2:22]1.[Cl:1][c:2]1[cH:3][c:4](-[c:8]2[o:9][c:10]3[c:11]([n:12]2)[cH:13][cH:14][cH:15][c:16]3[NH2:17])[cH:5][cH:6][cH:7]1.[Na+:37]>>[Cl:1][c:2]1[cH:3][c:4](-[c:8]2[o:9][c:10]3[c:11]([n:12]2)[cH:13][cH:14][cH:15][c:16]3[NH:17][CH2:27][c:26]2[cH:25][c:24]([O:23][CH:18]3[CH2:19][CH2:20][CH2:21][CH2:22]3)[c:31]([O:32][CH3:33])[cH:30][cH:29]2)[cH:5][cH:6][cH:7]1. The product is COc1ccc(CNc2cccc3nc(-c4cccc(Cl)c4)oc23)cc1OC1CCCC1. The reactants are [BH3-]C#N, CO, COc1ccc(C=O)cc1OC1CCCC1, Nc1cccc2nc(-c3cccc(Cl)c3)oc12, [Na+]. Starting materials: COC(=O)COC(C1=CC=C(C=C1)NC(COCC1=CC=CC=C1)=O)=O (4-(2-Benzyloxy-acetylamino)-benzoic acid methoxycarbonylmethyl ester). The reagents and catalysts are [Pd] (Pd/C). Solvent: CO (methanol). Reaction conditions: time 5 hour. The product is COC(=O)COC(C1=CC=C(C=C1)NC(CO)=O)=O (4-(2-Hydroxy-acetylamino)-benzoic acid methoxycarbonylmethyl ester). RXN SMILES: [CH3:1][O:2][C:3]([CH2:5][O:6][C:7](=[O:26])[C:8]1[CH:13]=[CH:12][C:11]([NH:14][C:15](=[O:25])[CH2:16][O:17]CC2C=CC=CC=2)=[CH:10][CH:9]=1)=[O:4]>CO.[Pd]>[CH3:1][O:2][C:3]([CH2:5][O:6][C:7](=[O:26])[C:8]1[CH:13]=[CH:12][C:11]([NH:14][C:15](=[O:25])[CH2:16][OH:17])=[CH:10][CH:9]=1)=[O:4]. Procedure details: 4-(2-Benzyloxy-acetylamino)-benzoic acid methoxycarbonylmethyl ester 7 (10 grams, 28.98 mmol) is dissolved in methanol (100 mL) in a pressure vessel. Pd/C (10%, 3 grams) is added, and the mixture is stirred under an atmosphere of hydrogen (4 Kg) for 5 hours. The catalyst is removed by filtration, and the methanol is distilled off. The crude 8 can be purified in a suitable solvent. Starting materials: C(C)N1C=C(C(C2=CC(=C(C(=C12)F)F)F)=O)C(=O)O (1-ethyl-6,7,8-trifluoro-1,4-dihydro-4-oxoquinoline-3-carboxylic acid), CN(C1CCNCC1)C (4-dimethylaminopiperidine). Run in N1=CC=CC=C1 (pyridine). The product is C(C)N1C=C(C(C2=CC(=C(C(=C12)F)N1CCC(CC1)N(C)C)F)=O)C(=O)O (1-ethyl-6,8-difluoro-1,4-dihydro-7-(4-dimethylamino-1-piperidinyl)-4-oxoquinoline-3-carboxylic acid). The yield is 36.6%. As a reaction SMILES: [CH2:1]([N:3]1[C:12]2[C:7](=[CH:8][C:9]([F:15])=[C:10](F)[C:11]=2[F:13])[C:6](=[O:16])[C:5]([C:17]([OH:19])=[O:18])=[CH:4]1)[CH3:2].[CH3:20][N:21]([CH3:28])[CH:22]1[CH2:27][CH2:26][NH:25][CH2:24][CH2:23]1>N1C=CC=CC=1>[CH2:1]([N:3]1[C:12]2[C:7](=[CH:8][C:9]([F:15])=[C:10]([N:25]3[CH2:26][CH2:27][CH:22]([N:21]([CH3:28])[CH3:20])[CH2:23][CH2:24]3)[C:11]=2[F:13])[C:6](=[O:16])[C:5]([C:17]([OH:19])=[O:18])=[CH:4]1)[CH3:2]. Reported procedure: A mixture of 1-ethyl-6,7,8-trifluoro-1,4-dihydro-4-oxoquinoline-3-carboxylic acid (0.43 g), 4-dimethylaminopiperidine (2.1 g), and pyridine (3 ml) was refluxed for 6 hours. The mixture was evaporated to dryness. The residue was treated with water and extracted with dichloromethane. The organic layer was washed with water, dried, and evaporated. The solid was recrystallized from ethyl acetate and gave 1-ethyl-6,8-difluoro-1,4-dihydro-7-(4-dimethylamino-1-piperidinyl)-4-oxoquinoline-3-carboxylic a... Reactants: C(=O)C1=C(C2C=CC1CC2)C2=CC=CC=C2 (3-Formyl-2-phenylbicyclo[2,2,2]octa-2,5-diene). Reagents/catalysts: [Pd] (Palladium on charcoal). The solvent is C(C)(=O)OCC (ethyl acetate). Yields the product C(=O)C1=C(C2CCC1CC2)C2=CC=CC=C2 (3-Formyl-2-phenylbicyclo[2,2,2]oct-2-ene). As a reaction SMILES: [CH:1]([C:3]1[CH:8]2[CH2:9][CH2:10][CH:5]([CH:6]=[CH:7]2)[C:4]=1[C:11]1[CH:16]=[CH:15][CH:14]=[CH:13][CH:12]=1)=[O:2]>[Pd].C(OCC)(=O)C>[CH:1]([C:3]1[CH:8]2[CH2:9][CH2:10][CH:5]([CH2:6][CH2:7]2)[C:4]=1[C:11]1[CH:16]=[CH:15][CH:14]=[CH:13][CH:12]=1)=[O:2]. Procedure details: 3-Formyl-2-phenylbicyclo[2,2,2]octa-2,5-diene (3.7 g; 0.018 m) 5% Palladium on charcoal (0.3 g) and ethyl acetate (100 ml) were hydrogenated for 1 week. The catalyst was filtered off and the filtrate evaporated, then the residue distilled twice; Yield 1.9 g (51%) b.p. 160° C. at 0.2 mm/Hg.